From a dataset of the Open Reaction Database (ORD), a public repository of structured organic reaction records. describe an organic reaction: reactants, conditions, products, and yield The reactants are [OH-].[K+] (potassium hydroxide), CC=1C(=CC=2C(CCC(C2C1)(C)C)(C)C)C(=O)C1=CC=C(S1)C(=O)OCC (Ethyl 5-[(5,6,7,8-tetrahydro-3,5,5,8,8-pentamethyl-2-naphthalenyl)carbonyl]thiophen-2-carboxylate), Cl (hydrochloric acid). The solvent is CO (methanol). Reaction conditions: temperature 70 celsius, time 1.5 hour. Yields the product CC=1C(=CC=2C(CCC(C2C1)(C)C)(C)C)C(=O)C1=CC=C(S1)C(=O)O (5-[(5,6,7,8-tetrahydro-3,5,5,8,8-pentamethyl-2-naphthalenyl)carbonyl]thiophen-2-carboxylic acid). Yield: 99.3%. Reaction SMILES: [CH3:1][C:2]1[C:3]([C:16]([C:18]2[S:22][C:21]([C:23]([O:25]CC)=[O:24])=[CH:20][CH:19]=2)=[O:17])=[CH:4][C:5]2[C:6]([CH3:15])([CH3:14])[CH2:7][CH2:8][C:9]([CH3:13])([CH3:12])[C:10]=2[CH:11]=1.[OH-].[K+].Cl>CO>[CH3:1][C:2]1[C:3]([C:16]([C:18]2[S:22][C:21]([C:23]([OH:25])=[O:24])=[CH:20][CH:19]=2)=[O:17])=[CH:4][C:5]2[C:6]([CH3:15])([CH3:14])[CH2:7][CH2:8][C:9]([CH3:12])([CH3:13])[C:10]=2[CH:11]=1 |f:1.2|. Procedure: To a suspension of the ester 37 (50 mg, 0.13 mmol) in 75% aqueous methanol (3 mL) was added one pellet of potassium hydroxide (0.1 g). The reaction mixture was stirred at 70° C. for 1.5 h during which time the material dissolved. The solution was cooled to room temperature, acidified with 1N aqueous hydrochloric acid, and then extracted with 80% ethyl acetate/hexane. The combined organic layers were dried over anhydrous MgSO4, filtered, and concentrated to afford a white solid (46 mg). Recrystal...